describe an organic reaction: reactants, conditions, products, and yield From a dataset of the Open Reaction Database (ORD), a public repository of structured organic reaction records. Starting materials: ClC(C(=O)OC(C)(C)C)P(=O)(OCC)OCC ((1,1-dimethylethyl) chloro(diethoxyphosphinyl)acetate), ice water, ClC(C(=O)OC(C)(C)C)P(=O)(OCC)OCC ((1,1-dimethylethyl) chloro(diethoxyphosphinyl)acetate), [OH-].[Ca+2].[OH-] (calcium hydroxide), COC1=NN(C(N1C1=C(SC=C1)C=O)=O)C (3-(1,5-dihydro-3-methoxy-1-methyl-5-oxo-4H-1,2,4-triazol-4-yl)-2-thiophenecarboxaldehyde). Solvent: C(C)(=O)OCC (ethyl acetate), C(C)(=O)OCC (ethyl acetate). Conditions: temperature 60 celsius, time 8 hour. Yields the product ClC(C(=O)OC(C)(C)C)=CC=1SC=CC1N1C(=NN(C1=O)C)OC ((1,1-dimethylethy) 2-chloro-3-[3-(1,5-dihydro-3-methoxy-1-methyl-5-oxo-4H-1,2,4-triazol-4-yl)-2-thienyl]-2-propenoate). Isolated yield 50.8%. Reaction SMILES: [Cl:1][CH:2](P(OCC)(OCC)=O)[C:3]([O:5][C:6]([CH3:9])([CH3:8])[CH3:7])=[O:4].[OH-].[Ca+2].[OH-].[CH3:21][O:22][C:23]1[N:27]([C:28]2[CH:32]=[CH:31][S:30][C:29]=2[CH:33]=O)[C:26](=[O:35])[N:25]([CH3:36])[N:24]=1>C(OCC)(=O)C>[Cl:1][C:2](=[CH:33][C:29]1[S:30][CH:31]=[CH:32][C:28]=1[N:27]1[C:26](=[O:35])[N:25]([CH3:36])[N:24]=[C:23]1[O:22][CH3:21])[C:3]([O:5][C:6]([CH3:7])([CH3:8])[CH3:9])=[O:4] |f:1.2.3|. Procedure: A solution of the title compound of Step C (0.026 g, 0.0009 mol) in ethyl acetate (2 mL) was added to a mixture of calcium hydroxide (0.068 g, 0.0009 mol) and the title compound of Step A (0.220 g, 0.0009 mol) in ethyl acetate (5 mL). The resulting mixture was stirred at 60° C. overnight. Three additional 0.026 g (0.0009 mol) portions of the title compound of Step C were added at 3 h intervals and then the temperature of the mixture was increased to 70° C. and heating was continued overnight. Af... Starting materials: C1CC12C1(OCCO1)CNC2 (5,8-Dioxa-10-azadispiro[2.0.4.3]undecane), BrCCO (2-Bromoethanol), C(=O)([O-])[O-].[K+].[K+] (K2CO3). The solvent is C(C)#N (Acetonitrile). Product: OCCN1CC2(C3(CC3)C1)OCCO2 (10-(2-hydroxyethyl)-5,8-Dioxa-10-azadispiro[2.0.4.3]undecane). RXN SMILES: [CH2:1]1[C:3]2([CH2:11][NH:10][CH2:9][C:4]32[O:8][CH2:7][CH2:6][O:5]3)[CH2:2]1.Br[CH2:13][CH2:14][OH:15].C([O-])([O-])=O.[K+].[K+]>C(#N)C>[OH:15][CH2:14][CH2:13][N:10]1[CH2:11][C:3]2([CH2:1][CH2:2]2)[C:4]2([O:5][CH2:6][CH2:7][O:8]2)[CH2:9]1 |f:2.3.4|. Procedure: The compound (B) (100 mg) was mixed with 2-Bromoethanol (100 mg) and K2CO3 (120 mg) in Acetonitrile. The reaction was refluxed overnight and filtered, the filtrate was evaporated and purified on silica gel column to give the titled product. Mass: (M+1), 200 The reactants are COC(=O)C(CC=1C=C(C=C(C1)CC=1C=NC=CC1)CCC(=O)OC(C)(C)C)C (t-butyl 3-[3-(2-methoxycarbonyl-1-propyl)-5-(3-pyridylmethyl)phenyl]propanoate), [OH-].[Na+] (sodium hydroxide). Run in O1CCOCC1 (1,4-dioxane). Run at time 2 hour. The product is C(=O)(O)C(CC=1C=C(C=C(C1)CC=1C=NC=CC1)CCC(=O)OC(C)(C)C)C (t-Butyl 3-[3-(2-carboxy-1-propyl)-5-(3-pyridylmethyl)-phenyl]propanoate). Isolated yield 68.6%. Reaction SMILES: C[O:2][C:3]([CH:5]([CH3:29])[CH2:6][C:7]1[CH:8]=[C:9]([CH2:20][CH2:21][C:22]([O:24][C:25]([CH3:28])([CH3:27])[CH3:26])=[O:23])[CH:10]=[C:11]([CH2:13][C:14]2[CH:15]=[N:16][CH:17]=[CH:18][CH:19]=2)[CH:12]=1)=[O:4].[OH-].[Na+]>O1CCOCC1>[C:3]([CH:5]([CH3:29])[CH2:6][C:7]1[CH:8]=[C:9]([CH2:20][CH2:21][C:22]([O:24][C:25]([CH3:28])([CH3:27])[CH3:26])=[O:23])[CH:10]=[C:11]([CH2:13][C:14]2[CH:15]=[N:16][CH:17]=[CH:18][CH:19]=2)[CH:12]=1)([OH:4])=[O:2] |f:1.2|. Procedure: A mixture of t-butyl 3-[3-(2-methoxycarbonyl-1-propyl)-5-(3-pyridylmethyl)phenyl]propanoate (Preparation 28; 2.84 g), 2N aqueous sodium hydroxide solution (4.3 ml) and 1,4-dioxane (13 ml) was stirred at room temperature for 2 hours, heated at 100° C. for 1.5 hours and then allowed to stand at room temperature for a further 18 hours. The solvent was evaporated under vacuum and the residue partitioned between ethyl acetate and water. The aqueous phase was separated, acidified with glacial acetic a... Reactants: CC(C)(C)OC(=O)NC1CCC(O)CC1, C1CCOC1, COc1cccc2sc(Cl)nc12, [H-], [Na+], CN(C)C=O, O. Yields the product COc1cccc2sc(OC3CCC(NC(=O)OC(C)(C)C)CC3)nc12. Reaction SMILES: [C:1]([CH3:2])([CH3:3])([CH3:4])[O:5][C:6]([NH:7][CH:8]1[CH2:9][CH2:10][CH:11]([OH:14])[CH2:12][CH2:13]1)=[O:15].[CH2:35]1[O:36][CH2:37][CH2:38][CH2:39]1.[Cl:16][c:17]1[s:18][c:19]2[c:20]([n:21]1)[c:22]([O:26][CH3:27])[cH:23][cH:24][cH:25]2.[H-:29].[Na+:28].[O:30]=[CH:31][N:32]([CH3:33])[CH3:34].[OH2:40]>>[C:1]([CH3:2])([CH3:3])([CH3:4])[O:5][C:6]([NH:7][CH:8]1[CH2:9][CH2:10][CH:11]([O:14][c:17]2[s:18][c:19]3[c:20]([n:21]2)[c:22]([O:26][CH3:27])[cH:23][cH:24][cH:25]3)[CH2:12][CH2:13]1)=[O:15]. Reactants: [Pb].[N] (nitrogen lead), C(C=1C(O)=CC=CC1)(=O)[O-].[Na+] (sodium salicylate), copolymer, C(=C)C(C(=O)[O-])Cl (vinylchloroacetate), C(CCCCCCCCCCCCCCCCC)(=O)OC=C (vinyl stearate). The solvent is CN(C=O)C (dimethylformamide). The product is C(C=1C(O)=CC=CC1)(=O)OCC(=O)OC=C.C(CCCCCCCCCCCCCCCCC)(=O)OC=C (vinyloxycarbonylmethyl salicylate vinyl stearate). Reaction SMILES: [Pb].[N].[C:3]([O-:12])(=[O:11])[C:4]1[C:5](=[CH:7][CH:8]=[CH:9][CH:10]=1)[OH:6].[Na+].C(C(Cl)C([O-])=O)=C.[C:21]([O:40][CH:41]=[CH2:42])(=[O:39])[CH2:22][CH2:23][CH2:24][CH2:25][CH2:26][CH2:27][CH2:28][CH2:29][CH2:30][CH2:31][CH2:32][CH2:33][CH2:34][CH2:35][CH2:36][CH2:37][CH3:38]>CN(C)C=O>[C:3]([O:12][CH2:22][C:21]([O:40][CH:41]=[CH2:42])=[O:39])(=[O:11])[C:4]1[C:5](=[CH:7][CH:8]=[CH:9][CH:10]=1)[OH:6].[C:21]([O:40][CH:41]=[CH2:42])(=[O:39])[CH2:22][CH2:23][CH2:24][CH2:25][CH2:26][CH2:27][CH2:28][CH2:29][CH2:30][CH2:31][CH2:32][CH2:33][CH2:34][CH2:35][CH2:36][CH2:37][CH3:38] |f:0.1,2.3,7.8,^3:0|. Procedure details: Into a 50 ml flask provided with a condenser, a nitrogen lead in tube and an agitator, there are introduced 1.6 g of sodium salicylate, 4 g of a copolymer composed of 30% vinylchloroacetate and 70% of vinyl stearate (MW = 40,000) and 20 g of dimethylformamide. Starting materials: [H][H] (hydrogen), C(C1=CC=CC=C1)OC(=O)N1CC(C(CCC1)NC([C@H](CC(C)C)NC(=O)C=1OC2=C(C1)C=CC=C2)=O)O (4-{(S)-2-[(benzofuran-2-carbonyl)-amino]-4-methyl-pentanoylamino}-3-hydroxy-azepane-1-carboxylic acid benzyl ester), C(C)(=O)OCC (ethyl acetate). The reagents and catalysts are [Pd] (Pd/C). Run in CO (methanol). Product: OC1CNCCCC1NC(=O)[C@H](CC(C)C)NC(=O)C=1OC2=C(C1)C=CC=C2 (Benzofuran-2-carboxylic acid [(S)-1-(3-hydroxy-azepan-4-ylcarbamoyl)-3-methyl-butyl]-amide). Yield: 97.6%. As a reaction SMILES: C(OC([N:11]1[CH2:17][CH2:16][CH2:15][CH:14]([NH:18][C:19](=[O:37])[C@@H:20]([NH:25][C:26]([C:28]2[O:29][C:30]3[CH:36]=[CH:35][CH:34]=[CH:33][C:31]=3[CH:32]=2)=[O:27])[CH2:21][CH:22]([CH3:24])[CH3:23])[CH:13]([OH:38])[CH2:12]1)=O)C1C=CC=CC=1.C(OCC)(=O)C.[H][H]>CO.[Pd]>[OH:38][CH:13]1[CH:14]([NH:18][C:19]([C@@H:20]([NH:25][C:26]([C:28]2[O:29][C:30]3[CH:36]=[CH:35][CH:34]=[CH:33][C:31]=3[CH:32]=2)=[O:27])[CH2:21][CH:22]([CH3:23])[CH3:24])=[O:37])[CH2:15][CH2:16][CH2:17][NH:11][CH2:12]1. Reported procedure: To a solution of 4-{(S)-2-[(benzofuran-2-carbonyl)-amino]-4-methyl-pentanoylamino}-3-hydroxy-azepane-1-carboxylic acid benzyl ester of Example 78b (1.6 g) in methanol:ethyl acetate (50 mL: 100 mL) was added 10% Pd/C. The reaction was stirred under a balloon of hydrogen for 2 hours whereupon it was filtered and concentrated to provide the title compound (1.16 g): MS(EI) 387 (M+H+).